From a dataset of the Open Reaction Database (ORD), a public repository of structured organic reaction records. describe an organic reaction: reactants, conditions, products, and yield Starting materials: BrC1=CC=C(C=C1)N1C(N(CC1)C1=CC=C(C=C1)CCC(=O)O)=O (3-(4-bromophenyl)-1-[4-(2-carboxyethyl)phenyl]imidazolidin-2-one), N,N'-carbonyldiimidazole, N (ammonia). Solvent: O1CCCC1 (tetrahydrofuran), CN(C=O)C (dimethylformamide). Reaction conditions: temperature 80 celsius, time 2.5 hour. Yields the product NC(=O)CCC1=CC=C(C=C1)N1C(N(CC1)C1=CC=C(C=C1)Br)=O (1-[4-(2-(Aminocarbonyl)ethyl]phenyl]-3-(4-bromophenyl)imidazolidin-2-one). RXN SMILES: [Br:1][C:2]1[CH:7]=[CH:6][C:5]([N:8]2[CH2:12][CH2:11][N:10]([C:13]3[CH:18]=[CH:17][C:16]([CH2:19][CH2:20][C:21]([OH:23])=O)=[CH:15][CH:14]=3)[C:9]2=[O:24])=[CH:4][CH:3]=1.[NH3:25]>O1CCCC1.CN(C)C=O>[NH2:25][C:21]([CH2:20][CH2:19][C:16]1[CH:15]=[CH:14][C:13]([N:10]2[CH2:11][CH2:12][N:8]([C:5]3[CH:4]=[CH:3][C:2]([Br:1])=[CH:7][CH:6]=3)[C:9]2=[O:24])=[CH:18][CH:17]=1)=[O:23]. Procedure: 9.2 g of 3-(4-bromophenyl)-1-[4-(2-carboxyethyl)phenyl]imidazolidin-2-one are mixed with 3.8 g of N,N'-carbonyldiimidazole in a mixture of 50 ml of tetrahydrofuran and 25 ml of dimethylformamide and the resulting mixture is stirred for 2.5 hours at 80° C. After cooling, it is poured onto a mixture of 20 ml of concentrated aqueous ammonia and loog-of ice and stirred for 15 minutes. The product is suction filtered and dried. Starting materials: ClC1=C(C=C(C(=C1)OC)Cl)C(C(=O)OCC)C(=O)OCC (diethyl 2-(2,5-dichloro-4-methoxyphenyl)malonate), ClC1=C(C=C(C(=C1)OC)Cl)C(C(=O)OCC)C(=O)OCC (diethyl 2-(2,5-dichloro-4-methoxyphenyl)malonate), [OH-].[Na+] (sodium hydroxide). Run in C1CCOC1 (THF), CCO (EtOH). Run at temperature 60 celsius, time 17 hour. The product is ClC1=C(C=C(C(=C1)OC)Cl)CC(=O)O (2-(2,5-dichloro-4-methoxyphenyl)acetic acid). Yield: 60.7%. RXN SMILES: [Cl:1][C:2]1[CH:7]=[C:6]([O:8][CH3:9])[C:5]([Cl:10])=[CH:4][C:3]=1[CH:11](C(OCC)=O)[C:12]([O:14]CC)=[O:13].[OH-].[Na+]>C1COCC1.CCO>[Cl:1][C:2]1[CH:7]=[C:6]([O:8][CH3:9])[C:5]([Cl:10])=[CH:4][C:3]=1[CH2:11][C:12]([OH:14])=[O:13] |f:1.2|. Procedure: A solution of diethyl 2-(2,5-dichloro-4-methoxyphenyl)malonate (Intermediate 4-5; 1.88 g, 5.61 mmol) in THF (55 mL) and EtOH (5 mL) was treated with 2M sodium hydroxide (11.22 mL, 22.44 mmol) in one portion and the resulting solution was stirred at 60° C. for 17 hours. The reaction mixture was evaporated and the aqueous residue was acidified with 2M HCl. The precipitate was collected by filtration, washed with water (25 mL) and dried under vacuum to afford 2-(2,5-dichloro-4-methoxyphenyl)acetic ... RXN SMILES: [Br-:13].[Br:14][c:15]1[cH:16][c:17]([Mg+:22])[cH:18][c:19]([CH3:21])[cH:20]1.[CH2:1]1[O:2][CH2:3][CH2:4][CH2:5]1.[CH2:23]([c:24]1[cH:25][cH:26][cH:27][cH:28][cH:29]1)[N:30]1[CH2:31][CH2:32][C:33]([C:36](=[O:37])[O:38][CH3:39])=[CH:34][CH2:35]1.[CH3:6][c:7]1[cH:8][cH:9][cH:10][cH:11][cH:12]1.[cH:40]1[cH:41][cH:42][cH:43][cH:44][cH:45]1>>[Br:14][c:15]1[cH:16][c:17]([CH:34]2[CH:33]([C:36](=[O:37])[O:38][CH3:39])[CH2:32][CH2:31][N:30]([CH2:23][c:24]3[cH:25][cH:26][cH:27][cH:28][cH:29]3)[CH2:35]2)[cH:18][c:19]([CH3:21])[cH:20]1. The product is COC(=O)C1CCN(Cc2ccccc2)CC1c1cc(C)cc(Br)c1. Reactants: [Br-], Cc1cc([Mg+])cc(Br)c1, C1CCOC1, COC(=O)C1=CCN(Cc2ccccc2)CC1, Cc1ccccc1, c1ccccc1. Reactants: FC1=CC=C2C(=NNC2=C1)C1CCN(CC1)CCC1=C(N=C2N(C1=O)C=CC=C2C)C (3-[2-[4-(6-fluoro-1H-indazol-3-yl)-1-piperdinyl]ethyl]-2,9-dimethyl-4H-pyrido[1,2-a]pyrimidin-4-one), C(C)(=O)OC(C)=O (acetic anhydride). The solvent is C(C)(=O)O (acetic acid). Reaction conditions: time 2 hour. Product: C(C)(=O)N1N=C(C2=CC=C(C=C12)F)C1CCN(CC1)CCC1=C(N=C2N(C1=O)C=CC=C2C)C (3-[2-[4-(1-acetyl-6-fluoro-1H-indazol-3-yl)-1-piperidinyl]ethyl]-2,9-dimethyl-4H-pyrido[1,2-a]pyrimidin-4-one). The yield is 95.3%. As a reaction SMILES: [F:1][C:2]1[CH:10]=[C:9]2[C:5]([C:6]([CH:11]3[CH2:16][CH2:15][N:14]([CH2:17][CH2:18][C:19]4[C:24](=[O:25])[N:23]5[CH:26]=[CH:27][CH:28]=[C:29]([CH3:30])[C:22]5=[N:21][C:20]=4[CH3:31])[CH2:13][CH2:12]3)=[N:7][NH:8]2)=[CH:4][CH:3]=1.[C:32](OC(=O)C)(=[O:34])[CH3:33]>C(O)(=O)C>[C:32]([N:8]1[C:9]2[C:5](=[CH:4][CH:3]=[C:2]([F:1])[CH:10]=2)[C:6]([CH:11]2[CH2:16][CH2:15][N:14]([CH2:17][CH2:18][C:19]3[C:24](=[O:25])[N:23]4[CH:26]=[CH:27][CH:28]=[C:29]([CH3:30])[C:22]4=[N:21][C:20]=3[CH3:31])[CH2:13][CH2:12]2)=[N:7]1)(=[O:34])[CH3:33]. Procedure: A mixture of 3.2 parts of 3-[2-[4-(6-fluoro-1H-indazol-3-yl)-1-piperdinyl]ethyl]-2,9-dimethyl-4H-pyrido[1,2-a]pyrimidin-4-one, 27 parts of acetic anhydride and 15.7 parts of acetic acid was stirred for 2 hours at reflux temperature. The reaction mixture was evaporated and the residue was poured into 100 parts of water. After basifying with NH4OH, the product was extracted with dichloromethane. The extract was dried, filtered and evaporated and the residue was crystallized from 2-propanol, yieldi... Reactants: C(C1=CC=C(C=C1)OC)(=O)Cl (para-anisoyl chloride), solution, C(CCC)[Li] (n-butyllithium), C(CCCC)OC1CCC(N1)=O (5-(1-pentyloxy) pyrrolidin-2-one). The solvent is C1(=CC=CC=C1)C (toluene), CCCCCC (n-hexane), O1CCCC1 (tetrahydrofuran). Reaction conditions: time 15 minute. Yields the product COC1=CC=C(C(=O)N2C(CCC2OCCCCC)=O)C=C1 (1-(4-methoxybenzoyl) 5-n-pentyloxy pyrrolidin-2-one). Isolated yield 71.6%. As a reaction SMILES: C([Li])CCC.[CH2:6]([O:11][CH:12]1[NH:16][C:15](=[O:17])[CH2:14][CH2:13]1)[CH2:7][CH2:8][CH2:9][CH3:10].[C:18](Cl)(=[O:27])[C:19]1[CH:24]=[CH:23][C:22]([O:25][CH3:26])=[CH:21][CH:20]=1>CCCCCC.O1CCCC1.C1(C)C=CC=CC=1>[CH3:26][O:25][C:22]1[CH:23]=[CH:24][C:19]([C:18]([N:16]2[CH:12]([O:11][CH2:6][CH2:7][CH2:8][CH2:9][CH3:10])[CH2:13][CH2:14][C:15]2=[O:17])=[O:27])=[CH:20][CH:21]=1. Reported procedure: 15.57 cm3 of a 1.5M solution of n-butyllithium in n-hexane is added at -70° C. to a solution of 4 g of 5-(1-pentyloxy) pyrrolidin-2-one in 80 cm3 of tetrahydrofuran. Agitation is carried out for 15 minutes at -70° C. then while maintaining this temperature, a solution of 3.98 g of para-anisoyl chloride at 58% in toluene is added. After allowing to return to ambient tempera-ture and evaporating under reduced pressure, the residue is chromatographed on silica (eluent: n-hexane-ethyl acetate 2-1). ... The reactants are Cl.NC1=CC=CC=C1 (aniline hydrochloride), NC1=CC=CC=C1 (aniline), C1(=CC=C(C=C1)S(=O)(=O)[O-])C.[NH+]1=CC=CC=C1 (PPTS). Product: N1=CN=CC2=CC=CC=C12 (quinazoline). Reaction SMILES: Cl.[NH2:2][C:3]1[CH:8]=[CH:7][CH:6]=[CH:5][CH:4]=1.NC1C=CC=CC=1.C1(C)C=CC(S([O-])(=O)=O)=CC=1.[NH+:27]1[CH:32]=CC=C[CH:28]=1>>[N:2]1[C:3]2[C:8](=[CH:7][CH:6]=[CH:5][CH:4]=2)[CH:32]=[N:27][CH:28]=1 |f:0.1,3.4|. Procedure details: With reference to Scheme 1 following, the present compounds are generally prepared by reaction of indole 1 and Meldrum's acid 2 and an aldehyde RCHO (formaldehyde, R=H) in the presence of proline [Diane S. Farlow, Michael E. Flaugh, Sharon D. Horvath, Edward R. Lavagnino, and Paul Pranc, Organic Preparations and Procedures Int. 13(1), 39 (1981)] to provide condensation adduct 3 which can be converted directly using Route C to quinazoline I by reaction with an o-aminobenzanilide 4 in the presence... Reactants: C(C)(C)(C)N1N=CC(=C1)NC(=O)NC1=C(C=C(C(=C1)C1=CC2=C(N=C(N=C2)NC)N(C1=O)C)C)F (1-(1-tert-butyl-1H-pyrazol-4-yl)-3-(2-fluoro-4-methyl-5-(8-methyl-2-(methylamino)-7-oxo-7,8-dihydropyrido[2,3-d]pyrimidin-6-yl)phenyl)urea), N1-dimethylethane-1,2-diamine. Solvent: C1CCOC1 (THF). Reaction conditions: time 4 hour. Yields the product C(C)(C)(C)N1N=CC(=C1)NC(=O)NC1=C(C=C(C(=C1)C1=CC2=C(N=C(N=C2)NCCN(C)C)N(C1=O)C)C)F (1-(1-tert-butyl-1H-pyrazol-4-yl)-3-(5-(2-(2-(dimethylamino)ethylamino)-8-methyl-7-oxo-7,8-dihydropyrido[2,3-d]pyrimidin-6-yl)-2-fluoro-4-methylphenyl)urea), hydrochloride salt. The yield is 74.0%. As a reaction SMILES: [C:1]([N:5]1[CH:9]=[C:8]([NH:10][C:11]([NH:13][C:14]2[CH:19]=[C:18]([C:20]3[C:31](=[O:32])[N:30]([CH3:33])[C:23]4[N:24]=[C:25]([NH:28][CH3:29])[N:26]=[CH:27][C:22]=4[CH:21]=3)[C:17]([CH3:34])=[CH:16][C:15]=2[F:35])=[O:12])[CH:7]=[N:6]1)([CH3:4])([CH3:3])[CH3:2]>C1COCC1>[C:1]([N:5]1[CH:9]=[C:8]([NH:10][C:11]([NH:13][C:14]2[CH:19]=[C:18]([C:20]3[C:31](=[O:32])[N:30]([CH3:33])[C:23]4[N:24]=[C:25]([NH:28][CH2:29][CH2:23][N:30]([CH3:33])[CH3:31])[N:26]=[CH:27][C:22]=4[CH:21]=3)[C:17]([CH3:34])=[CH:16][C:15]=2[F:35])=[O:12])[CH:7]=[N:6]1)([CH3:3])([CH3:2])[CH3:4]. Procedure details: To a solution of 1-(1-tert-butyl-1H-pyrazol-4-yl)-3-(2-fluoro-4-methyl-5-(8-methyl-2-(methylsulfinyl)-7-oxo-7,8-dihydropyrido[2,3-d]pyrimidin-6-yl)phenyl)urea from Example 109 (0.075 g, 0.15 mmol) in THF (1 mL) was added, N1-dimethylethane-1,2-diamine (0.04 g, 0.44 mmol) and stirring continued for 4 h at RT. Solvent was removed under vacuum and crude product was purified by silica gel chromatography to provide 1-(1-tert-butyl-1H-pyrazol-4-yl)-3-(5-(2-(2-(dimethylamino)ethylamino)-8-methyl-7-oxo-... The reactants are FC1=C2C=C(NC2=CC=C1OC1=NN=C(C2=CC=CC=C12)CC=1C=NC(=CC1)OC)C (1-(4-fluoro-2-methyl-1H-indol-5-yloxy)-4-[6-methoxy-(pyridin-3-yl)-methyl]phthalazine). Run in C(Cl)(Cl)Cl (CHCl3). The product is FC1=C2C=C(NC2=CC=C1OC1=NN=C(C2=CC=CC=C12)CC=1C=NC(=CC1)O)C (1-(4-Fluoro-2-methyl-1H-indol-5-yloxy)-4-[6-hydroxy-(pyridin-3-yl)-methyl]phthalazine). As a reaction SMILES: [F:1][C:2]1[C:10]([O:11][C:12]2[C:21]3[C:16](=[CH:17][CH:18]=[CH:19][CH:20]=3)[C:15]([CH2:22][C:23]3[CH:24]=[N:25][C:26]([O:29]C)=[CH:27][CH:28]=3)=[N:14][N:13]=2)=[CH:9][CH:8]=[C:7]2[C:3]=1[CH:4]=[C:5]([CH3:31])[NH:6]2>C(Cl)(Cl)Cl>[F:1][C:2]1[C:10]([O:11][C:12]2[C:21]3[C:16](=[CH:17][CH:18]=[CH:19][CH:20]=3)[C:15]([CH2:22][C:23]3[CH:24]=[N:25][C:26]([OH:29])=[CH:27][CH:28]=3)=[N:14][N:13]=2)=[CH:9][CH:8]=[C:7]2[C:3]=1[CH:4]=[C:5]([CH3:31])[NH:6]2. Procedure details: In analogy to Ex. 3, treatment of a solution of 1-(4-fluoro-2-methyl-1H-indol-5-yloxy)-4-[6-methoxy-(pyridin-3-yl)-methyl]phthalazine in CHCl3 with Me3Sil, followed by hydrolysis gives the title compound. Reactants: O (water), 9, FC1=CC2=C(N(C(CO2)=O)CC#C)C=C1N=C=O (7-fluoro-6-isocyanato-4-propargyl-2H-1,4-benzoxazin-3(4H)-one), OC(C(=O)OC)C(=C)C (methyl 2-hydroxy-3-methyl-3-butenoate), C1CCC2=NCCCN2CC1 (DBU). Product: FC1=CC2=C(N(C(CO2)=O)CC#C)C=C1N1C(OC(C1=O)=C(C)C)=O (3-[7-fluoro-4-propargyl-2H-1,4-benzoxazin-3(4H)-on-6-yl]-5-isopropylidene-1,3-oxazolidine-2,4-dione). RXN SMILES: [F:1][C:2]1[C:15]([N:16]=[C:17]=[O:18])=[CH:14][C:5]2[N:6]([CH2:11][C:12]#[CH:13])[C:7](=[O:10])[CH2:8][O:9][C:4]=2[CH:3]=1.[OH:19][CH:20]([C:25]([CH3:27])=[CH2:26])[C:21]([O:23]C)=O.C1CCN2C(=NCCC2)CC1.O>C1C=CC=CC=1>[F:1][C:2]1[C:15]([N:16]2[C:21](=[O:23])[C:20](=[C:25]([CH3:27])[CH3:26])[O:19][C:17]2=[O:18])=[CH:14][C:5]2[N:6]([CH2:11][C:12]#[CH:13])[C:7](=[O:10])[CH2:8][O:9][C:4]=2[CH:3]=1. The solvent is C1=CC=CC=C1 (benzene). Procedure: To a solution of 7-fluoro-6-isocyanato-4-propargyl-2H-1,4-benzoxazin-3(4H)-one (2.5 g) and methyl 2-hydroxy-3-methyl-3-butenoate (1.3 g) in benzene (50 ml), DBU (1.5 g) was added at room temperature. The resulting mixture was refluxed for 10 hours, cooled to room temperature, combined with water and extracted with ethyl acetate. The organic layer was washed with water, dried over magnesium sulfate and concentrated. The residue was purified by silica gel column chromatography using a mixture of t...